From a dataset of the Open Reaction Database (ORD), a public repository of structured organic reaction records. describe an organic reaction: reactants, conditions, products, and yield The reactants are COC1=CC=CC=2[C@H]3CCN([C@H]3CCC21)CCCCCCN2C(CC(CC2=O)(C)C)=O (rac-cis-1-[6-(6-methoxy-2,3,3a,4,5,9b-hexahydro-1H-benzo[e]indol-3-yl)-hexyl]-4,4-dimethyl-piperidine-2,6-dione), Cl.N1=CC=CC=C1 (pyridine hydrochloride). The product is OC1=CC=CC=2[C@H]3CCN([C@H]3CCC21)CCCCCCN2C(CC(CC2=O)(C)C)=O (rac-cis-1-[6-(6-hydroxy-2,3,3a,4,5,9b-hexahydro-1H-benzo[e]indol-3-yl)hexyl]-4,4-dimethylpiperidine-2,6-dione). Yield: 88.8%. As a reaction SMILES: C[O:2][C:3]1[C:15]2[CH2:14][CH2:13][C@H:12]3[C@H:8]([CH2:9][CH2:10][N:11]3[CH2:16][CH2:17][CH2:18][CH2:19][CH2:20][CH2:21][N:22]3[C:27](=[O:28])[CH2:26][C:25]([CH3:30])([CH3:29])[CH2:24][C:23]3=[O:31])[C:7]=2[CH:6]=[CH:5][CH:4]=1.Cl.N1C=CC=CC=1>>[OH:2][C:3]1[C:15]2[CH2:14][CH2:13][C@H:12]3[C@H:8]([CH2:9][CH2:10][N:11]3[CH2:16][CH2:17][CH2:18][CH2:19][CH2:20][CH2:21][N:22]3[C:23](=[O:31])[CH2:24][C:25]([CH3:29])([CH3:30])[CH2:26][C:27]3=[O:28])[C:7]=2[CH:6]=[CH:5][CH:4]=1 |f:1.2|. Reported procedure: In an analogous manner to that described in Example 20b), from 9.2 g (21.56 mmol) of rac-cis-1-[6-(6-methoxy-2,3,3a,4,5,9b-hexahydro-1H-benzo[e]indol-3-yl)-hexyl]-4,4-dimethyl-piperidine-2,6-dione using pyridine hydrochloride there were obtained 7.9 g of (89%) rac-cis-1-[6-(6-hydroxy-2,3,3a,4,5,9b-hexahydro-1H-benzo[e]indol-3-yl)hexyl]-4,4-dimethylpiperidine-2,6-dione; yellowish crystals of m.p. 98.5°-99° after crystallization from ether/hexane. Reaction SMILES: [CH3:50][CH2:51][OH:52].[ClH:49].[Na+:43].[O:44]1[CH2:45][CH2:46][CH2:47][CH2:48]1.[OH-:42].[o:1]1[c:2](-[c:6]2[o:7][c:8]([CH3:41])[c:9]([CH2:11][O:12][c:13]3[c:14]([O:39][CH3:40])[cH:15][c:16]([CH2:17][O:18][c:19]4[n:20][n:21](-[c:31]5[cH:32][cH:33][cH:34][cH:35][cH:36]5)[cH:22][c:23]4[CH2:24][CH2:25][C:26](=[O:27])[O:28][CH2:29][CH3:30])[cH:37][cH:38]3)[n:10]2)[cH:3][cH:4][cH:5]1>>[o:1]1[c:2](-[c:6]2[o:7][c:8]([CH3:41])[c:9]([CH2:11][O:12][c:13]3[c:14]([O:39][CH3:40])[cH:15][c:16]([CH2:17][O:18][c:19]4[n:20][n:21](-[c:31]5[cH:32][cH:33][cH:34][cH:35][cH:36]5)[cH:22][c:23]4[CH2:24][CH2:25][C:26](=[O:27])[OH:28])[cH:37][cH:38]3)[n:10]2)[cH:3][cH:4][cH:5]1. The reactants are CCO, Cl, [Na+], C1CCOC1, [OH-], CCOC(=O)CCc1cn(-c2ccccc2)nc1OCc1ccc(OCc2nc(-c3ccco3)oc2C)c(OC)c1. The product is COc1cc(COc2nn(-c3ccccc3)cc2CCC(=O)O)ccc1OCc1nc(-c2ccco2)oc1C.